Task: describe an organic reaction: reactants, conditions, products, and yield. Dataset: the Open Reaction Database (ORD), a public repository of structured organic reaction records Starting materials: [H][H] (hydrogen), [H][H] (hydrogen), COC1=C(OCCCN2CCN(CC2)C)C=C(C=C1)[N+](=O)[O-] (1-[3-(2-methoxy-5-nitro-phenoxy)-propyl]-4-methyl-piperazine). Reagents/catalysts: [Pd] (Pd-C). The solvent is C(C)(C)O (iso-propanol). Product: COC1=C(C=C(C=C1)N)OCCCN1CCN(CC1)C (4-methoxy-3-[3-(4-methyl-piperazin-1-yl)-propoxy]-phenylamine). Reaction SMILES: [CH3:1][O:2][C:3]1[CH:19]=[CH:18][C:17]([N+:20]([O-])=O)=[CH:16][C:4]=1[O:5][CH2:6][CH2:7][CH2:8][N:9]1[CH2:14][CH2:13][N:12]([CH3:15])[CH2:11][CH2:10]1.[H][H]>C(O)(C)C.[Pd]>[CH3:1][O:2][C:3]1[CH:19]=[CH:18][C:17]([NH2:20])=[CH:16][C:4]=1[O:5][CH2:6][CH2:7][CH2:8][N:9]1[CH2:14][CH2:13][N:12]([CH3:15])[CH2:11][CH2:10]1. Procedure details: To a solution of 1-[3-(2-methoxy-5-nitro-phenoxy)-propyl]-4-methyl-piperazine (2.5 g, 8.1 mmol) in 25 mL of iso-propanol was added 10% Pd-C (0.25 g, 10 wt. %). This mixture was shaken under 35-40 psi of hydrogen in a Parr shaker until hydrogen uptake ceased. The reaction mixture was purged with nitrogen and filtered through celite. The resulting solution was concentrated in vacuo to give the crude 4-methoxy-3-[3-(4-methyl-piperazin-1-yl)-propoxy]-phenylamine as a yellow oil which was used direct... Reactants: ClC1=CC(=C(N)C=C1N1CC(CC1)(F)F)[N+](=O)[O-] (4-chloro-5-(3,3-difluoropyrrolidin-1-yl)-2-nitroaniline). The reagents and catalysts are [Pd] (Pd/C). The solvent is C1CCOC1 (THF). Run at time 1.5 day. The product is Cl.Cl.ClC=1C=C(C(=CC1N1CC(CC1)(F)F)N)N (4-Chloro-5-(3,3-difluoropyrrolidin-1-yl)benzene-1,2-diamine dihydrochloride). As a reaction SMILES: [Cl:1][C:2]1[C:8]([N:9]2[CH2:13][CH2:12][C:11]([F:15])([F:14])[CH2:10]2)=[CH:7][C:5]([NH2:6])=[C:4]([N+:16]([O-])=O)[CH:3]=1>[Pd].C1COCC1>[ClH:1].[ClH:1].[Cl:1][C:2]1[CH:3]=[C:4]([NH2:16])[C:5]([NH2:6])=[CH:7][C:8]=1[N:9]1[CH2:13][CH2:12][C:11]([F:15])([F:14])[CH2:10]1 |f:3.4.5|. Procedure details: A mixture of 4-chloro-5-(3,3-difluoropyrrolidin-1-yl)-2-nitroaniline (300 mg, 1.1 mmol), THF (10 mL) and Pd/C (20 mg) was stirred for 1.5 days at RT under a hydrogen atmosphere (3.0 bar). The catalyst was removed by filtration. To the filtrate was added 4 M HCl in dioxane (10 mL). The mixture was concentrated and used in the next step without further purification. Reactants: C(#C)C1(CCCCC1)O (1-ethynylcyclohexanol), C(CCC)[Li] (n-butyllithium), C1(=CC=C(C=C1)C=O)C (p-tolualdehyde). The solvent is O1CCCC1 (tetrahydrofuran). Conditions: time 1 hour. The product is OC(C#CC1(CCCCC1)O)C1=CC=C(C=C1)C (1-(3-Hydroxy-3-(p-tolyl)propyn-1-yl)cyclohexanol). Isolated yield 60.7%. Reaction SMILES: [C:1]([C:3]1([OH:9])[CH2:8][CH2:7][CH2:6][CH2:5][CH2:4]1)#[CH:2].C([Li])CCC.[C:15]1([CH3:23])[CH:20]=[CH:19][C:18]([CH:21]=[O:22])=[CH:17][CH:16]=1>O1CCCC1>[OH:22][CH:21]([C:18]1[CH:19]=[CH:20][C:15]([CH3:23])=[CH:16][CH:17]=1)[C:2]#[C:1][C:3]1([OH:9])[CH2:8][CH2:7][CH2:6][CH2:5][CH2:4]1. Procedure: To a solution of 1-ethynylcyclohexanol (500 mg, 4.02 mmol) in tetrahydrofuran (20 mL), 2.77 M n-butyllithium (solution in n-hexane, 3.6 mL, 9.90 mmol) was added dropwise at −78° C., and the obtained solution was stirred at the same temperature for 1 hour. To the reaction solution, p-tolualdehyde (0.52 mL, 4.40 mmol) was added at −78° C., and the obtained solution was allowed to warm gradually to room temperature with stirring. To the reaction solution, distilled water and 1 M hydrochloric acid w... RXN SMILES: [C:1]([CH:3]([CH:6]1[CH2:11][CH2:10][N:9]([C:12]([O:14][C:15]([CH3:18])([CH3:17])[CH3:16])=[O:13])[CH2:8][CH2:7]1)[CH:4]=O)#[N:2].Cl.[NH2:20][CH:21](C(OCC)=O)[C:22]([O:24][CH2:25][CH3:26])=[O:23].C([O-])(=O)C.[Na+].[O-]CC.[Na+]>CO.O>[NH2:2][C:1]1[C:3]([CH:6]2[CH2:11][CH2:10][N:9]([C:12]([O:14][C:15]([CH3:18])([CH3:17])[CH3:16])=[O:13])[CH2:8][CH2:7]2)=[CH:4][NH:20][C:21]=1[C:22]([O:24][CH2:25][CH3:26])=[O:23] |f:1.2,3.4,5.6|. Conditions: time 18 hour. Procedure: The tert-butyl 4-(1-cyano-2-oxoethyl)piperidine-1-carboxylate (757 mg, 3.0 mmol) obtained in Step 4 of Example 1 was dissolved in methanol (6 mL) and water (2 mL), diethyl aminomalonate hydrochloride (952 mg, 4.5 mmol) and sodium acetate (492 mg, 6.0 mmol) were added, followed by stirring at room temperature for 18 hours. The reaction liquid was concentrated under a reduced pressure and dissolved in chloroform. The organic layer was washed with saturated brine, dried over anhydrous sodium sulfat... Run in CO (methanol), O (water). Reactants: [O-]CC.[Na+] (sodium ethoxide), C(#N)C(C=O)C1CCN(CC1)C(=O)OC(C)(C)C (tert-butyl 4-(1-cyano-2-oxoethyl)piperidine-1-carboxylate), Cl.NC(C(=O)OCC)C(=O)OCC (diethyl aminomalonate hydrochloride), C(C)(=O)[O-].[Na+] (sodium acetate). Isolated yield 46.0%. The product is NC=1C(=CNC1C(=O)OCC)C1CCN(CC1)C(=O)OC(C)(C)C (tert-butyl 4-[4-amino-5-(ethoxycarbonyl)-1H-pyrrol-3-yl]piperidine-1-carboxylate). The reactants are BrC=1C=C(CN2N=C(C=C2C)C2=NC(=NO2)C2=CC=C(C=C2)C2(CCOCC2)F)C=CC1 (5-[1-(3-Bromobenzyl)-5-methyl-1H-pyrazol-3-yl]-3-[4-(4-fluorotetrahydro-2H-pyran-4-yl)phenyl]-1,2,4-oxadiazole), [Si](C1=CC=CC=C1)(C1=CC=CC=C1)(C(C)(C)C)OC1CNC1 (3-{[tert-Butyl(diphenyl)silyl]oxy}azetidine). The product is FC1(CCOCC1)C1=CC=C(C=C1)C1=NOC(=N1)C1=NN(C(=C1)C)CC=1C=C(C=CC1)N1CC(C1)O (1-{3-[(3-{3-[4-(4-Fluorotetrahydro-2H-pyran-4-yl)phenyl]-1,2,4-oxadiazol-5-yl}-5-methyl-1H-pyrazol-1-yl)methyl]phenyl}azetidin-3-ol). As a reaction SMILES: Br[C:2]1[CH:3]=[C:4]([CH:30]=[CH:31][CH:32]=1)[CH2:5][N:6]1[C:10]([CH3:11])=[CH:9][C:8]([C:12]2[O:16][N:15]=[C:14]([C:17]3[CH:22]=[CH:21][C:20]([C:23]4([F:29])[CH2:28][CH2:27][O:26][CH2:25][CH2:24]4)=[CH:19][CH:18]=3)[N:13]=2)=[N:7]1.[Si]([O:50][CH:51]1[CH2:54][NH:53][CH2:52]1)(C(C)(C)C)(C1C=CC=CC=1)C1C=CC=CC=1>>[F:29][C:23]1([C:20]2[CH:21]=[CH:22][C:17]([C:14]3[N:13]=[C:12]([C:8]4[CH:9]=[C:10]([CH3:11])[N:6]([CH2:5][C:4]5[CH:3]=[C:2]([N:53]6[CH2:54][CH:51]([OH:50])[CH2:52]6)[CH:32]=[CH:31][CH:30]=5)[N:7]=4)[O:16][N:15]=3)=[CH:18][CH:19]=2)[CH2:28][CH2:27][O:26][CH2:25][CH2:24]1. Procedure details: Analogously to the process described in Example 3, 150 mg (0.302 mmol) of the compound from Example 5A and 141 mg (0.452 mmol) of the compound from Example 8A were used to obtain 62 mg (42% of theory) of the title compound. Starting materials: CCOC(=O)C(CCC1CCCCC1)NC1COc2ccccc2N(CC(=O)OC(C)(C)C)C1=O, CCO, [Na+], [OH-], O. The product is CC(C)(C)OC(=O)CN1C(=O)C(NC(CCC2CCCCC2)C(=O)O)COc2ccccc21. As a reaction SMILES: [CH2:1]([CH3:2])[O:3][C:4](=[O:5])[CH:6]([CH2:7][CH2:8][CH:9]1[CH2:10][CH2:11][CH2:12][CH2:13][CH2:14]1)[NH:15][CH:16]1[CH2:17][O:18][c:19]2[c:20]([cH:32][cH:33][cH:34][cH:35]2)[N:21]([CH2:24][C:25](=[O:26])[O:27][C:28]([CH3:29])([CH3:30])[CH3:31])[C:22]1=[O:23].[CH3:38][CH2:39][OH:40].[Na+:37].[OH-:36].[OH2:41]>>[O:3]=[C:4]([OH:5])[CH:6]([CH2:7][CH2:8][CH:9]1[CH2:10][CH2:11][CH2:12][CH2:13][CH2:14]1)[NH:15][CH:16]1[CH2:17][O:18][c:19]2[c:20]([cH:32][cH:33][cH:34][cH:35]2)[N:21]([CH2:24][C:25](=[O:26])[O:27][C:28]([CH3:29])([CH3:30])[CH3:31])[C:22]1=[O:23]. Reactants: CN (methylamine), C(C(=O)Cl)(=O)Cl (oxalyl chloride), ClC=1C=C(C(=O)O)C=CN1 (2-Chloro-isonicotinic acid). Reagents/catalysts: CN(C)C=O (DMF). The solvent is CCO (EtOH), C1CCOC1 (THF). Conditions: temperature 0 celsius. The product is ClC=1C=C(C(=O)NC)C=CN1 (2-Chloro-N-methyl-isonicotinamide). RXN SMILES: [Cl:1][C:2]1[CH:3]=[C:4]([CH:8]=[CH:9][N:10]=1)[C:5](O)=[O:6].C(Cl)(=O)C(Cl)=O.[CH3:17][NH2:18]>C1COCC1.CN(C=O)C.CCO>[Cl:1][C:2]1[CH:3]=[C:4]([CH:8]=[CH:9][N:10]=1)[C:5]([NH:18][CH3:17])=[O:6]. Reported procedure: 2-Chloro-isonicotinic acid (12-1, 5.15 g, 32.7 mmol) was stirred in 65 mL anhydrous THF under N2. The reaction (not homogeneous) was cooled to 0° C. and oxalyl chloride (2.85 mL, 32.7 mmol) was added, followed by addition of 1 drop anh DMF. Slight bubbling occurs. The reaction was allowed to warm to RT. After 4 h reaction is homogeneous and after a total of 5 h the reaction was quickly added by pipet to a solution of methylamine (7.11 g, 228 mmol) in EtOH (20 mL). The resulting solution was conc...